Dataset: the Open Reaction Database (ORD), a public repository of structured organic reaction records. Task: describe an organic reaction: reactants, conditions, products, and yield The reactants are ClCCCN1C(NC=C(C1=O)C)=O (3-(3-chloropropyl)-5-methyl-2,4(1H,3H)-pyrimidinedione), N1=CC=C(C=C1)CCl (pyrid-4-ylmethyl chloride). Yields the product ClCCCN1C(N(C=C(C1=O)C)CC1=CC=NC=C1)=O (3-(3-chloropropyl)-5-methyl-1-pyrid-4-ylmethyl-2,4(1H,3H)-pyrimidinedione). RXN SMILES: [Cl:1][CH2:2][CH2:3][CH2:4][N:5]1[C:10](=[O:11])[C:9]([CH3:12])=[CH:8][NH:7][C:6]1=[O:13].[N:14]1[CH:19]=[CH:18][C:17]([CH2:20]Cl)=[CH:16][CH:15]=1>>[Cl:1][CH2:2][CH2:3][CH2:4][N:5]1[C:10](=[O:11])[C:9]([CH3:12])=[CH:8][N:7]([CH2:20][C:17]2[CH:18]=[CH:19][N:14]=[CH:15][CH:16]=2)[C:6]1=[O:13]. Procedure details: substituting 3-(3-chloropropyl)-5-methyl-2,4(1H,3H)-pyrimidinedione and pyrid-4-ylmethyl chloride gave 3-(3-chloropropyl)-5-methyl-1-pyrid-4-ylmethyl-2,4(1H,3H)-pyrimidinedione; The reactants are C(C)(C)(C)[Si](C1=CC=CC=C1)(C1=CC=CC=C1)Cl (tert-butylchlorodiphenylsilane), N1C=NC=C1 (Imidazole), C(C)OC(C(CN(CC1=CC=CC=C1)CC1=CC=CC=C1)O)=O ((RS)-3-Dibenzylamino-2-hydroxy-propionic acid ethyl ester). The reagents and catalysts are CN(C)C=1C=CN=CC1 (DMAP). Solvent: CN(C)C=O (DMF). Reaction conditions: temperature 80 celsius, time 3 hour. Yields the product C(C)OC(C(CN(CC1=CC=CC=C1)CC1=CC=CC=C1)O[Si](C1=CC=CC=C1)(C1=CC=CC=C1)C(C)(C)C)=O ((RS)-2-(tert-butyl-diphenyl-silanyloxy)-3-dibenzylamino-propionic acid ethyl ester). Isolated yield 78.9%. As a reaction SMILES: [CH2:1]([O:3][C:4](=[O:23])[CH:5]([OH:22])[CH2:6][N:7]([CH2:15][C:16]1[CH:21]=[CH:20][CH:19]=[CH:18][CH:17]=1)[CH2:8][C:9]1[CH:14]=[CH:13][CH:12]=[CH:11][CH:10]=1)[CH3:2].[C:24]([Si:28](Cl)([C:35]1[CH:40]=[CH:39][CH:38]=[CH:37][CH:36]=1)[C:29]1[CH:34]=[CH:33][CH:32]=[CH:31][CH:30]=1)([CH3:27])([CH3:26])[CH3:25].N1C=CN=C1>CN(C=O)C.CN(C1C=CN=CC=1)C>[CH2:1]([O:3][C:4](=[O:23])[CH:5]([O:22][Si:28]([C:24]([CH3:27])([CH3:26])[CH3:25])([C:35]1[CH:36]=[CH:37][CH:38]=[CH:39][CH:40]=1)[C:29]1[CH:34]=[CH:33][CH:32]=[CH:31][CH:30]=1)[CH2:6][N:7]([CH2:15][C:16]1[CH:17]=[CH:18][CH:19]=[CH:20][CH:21]=1)[CH2:8][C:9]1[CH:10]=[CH:11][CH:12]=[CH:13][CH:14]=1)[CH3:2]. Procedure details: (5.8 g, 18.6 mmol) (RS)-3-Dibenzylamino-2-hydroxy-propionic acid ethyl ester (CAS 93715-75-4) was dissolved in DMF (40 ml) and tert-butylchlorodiphenylsilane (6.76 ml, 26 mmol, 1.4 equiv.), Imidazole (1.9 g, 27.9 mmol, 1.5 equiv.) and DMAP (227 mg, 1.9 mmol, 0.1 equiv.) were added at room temperature. The mixture was stirred for 3 hours at 80° C. The reaction mixture was evaporated and extracted with saturated NaHCO3 solution and two times with EtOAc. The organic layers were extracted with brine... Reactants: [C-]#N, [C-]#N, CN(C)C=O, O, COC(=O)c1ccc(O)c(I)c1, [Zn+2], c1ccc(P(c2ccccc2)(c2ccccc2)[Pd](P(c2ccccc2)(c2ccccc2)c2ccccc2)(P(c2ccccc2)(c2ccccc2)c2ccccc2)P(c2ccccc2)(c2ccccc2)c2ccccc2)cc1. Product: COC(=O)c1ccc(O)c(C#N)c1. RXN SMILES: [C-:19]#[N:20].[C-:22]#[N:23].[CH3:14][N:15]([CH3:16])[CH:17]=[O:18].[OH2:13].[OH:1][c:2]1[c:3]([I:12])[cH:4][c:5]([C:6](=[O:7])[O:8][CH3:9])[cH:10][cH:11]1.[Zn+2:21].[cH:24]1[cH:25][cH:26][c:27]([P:28]([Pd:29]([P:30]([c:31]2[cH:32][cH:33][cH:34][cH:35][cH:36]2)([c:37]2[cH:38][cH:39][cH:40][cH:41][cH:42]2)[c:43]2[cH:44][cH:45][cH:46][cH:47][cH:48]2)([P:49]([c:50]2[cH:51][cH:52][cH:53][cH:54][cH:55]2)([c:56]2[cH:57][cH:58][cH:59][cH:60][cH:61]2)[c:62]2[cH:63][cH:64][cH:65][cH:66][cH:67]2)[P:68]([c:69]2[cH:70][cH:71][cH:72][cH:73][cH:74]2)([c:75]2[cH:76][cH:77][cH:78][cH:79][cH:80]2)[c:81]2[cH:82][cH:83][cH:84][cH:85][cH:86]2)([c:87]2[cH:88][cH:89][cH:90][cH:91][cH:92]2)[c:93]2[cH:94][cH:95][cH:96][cH:97][cH:98]2)[cH:99][cH:100]1>>[OH:1][c:2]1[c:3]([C:14]#[N:15])[cH:4][c:5]([C:6](=[O:7])[O:8][CH3:9])[cH:10][cH:11]1.